From a dataset of the Open Reaction Database (ORD), a public repository of structured organic reaction records. describe an organic reaction: reactants, conditions, products, and yield Reactants: C(C)[C@H]1[C@H]2C(O[C@@H](C1)C2)=O ((1S,4S,5R)-5-ethyl-2-oxabicyclo[2.2.1]heptan-3-one), N(N)C=1N=C2C(=NC1)N(C=C2)S(=O)(=O)C2=CC=C(C)C=C2 (2-hydrazinyl-5-tosyl-5H-pyrrolo[2,3-b]pyrazine), Cl (HCl), C[Al](C)C (trimethylaluminum). Run in O1CCOCC1 (1,4-dioxane), O1CCOCC1 (1,4-Dioxane). Run at temperature 80 celsius, time 30 minute. Product: C(C)[C@H]1[C@H](C[C@H](C1)O)C(=O)NNC=1N=C2C(=NC1)N(C=C2)S(=O)(=O)C2=CC=C(C)C=C2 ((1S,2R,4S)-2-ethyl-4-hydroxy-N′-(5-tosyl-5H-pyrrolo[2,3-b]pyrazin-2-yl)cyclopentane-carbohydrazide). Isolated yield 71.4%. Reaction SMILES: [CH2:1]([C@@H:3]1[CH2:8][C@H:7]2[CH2:9][C@@H:4]1[C:5](=[O:10])[O:6]2)[CH3:2].[NH:11]([C:13]1[N:14]=[C:15]2[CH:21]=[CH:20][N:19]([S:22]([C:25]3[CH:31]=[CH:30][C:28]([CH3:29])=[CH:27][CH:26]=3)(=[O:24])=[O:23])[C:16]2=[N:17][CH:18]=1)[NH2:12].C[Al](C)C.Cl>O1CCOCC1>[CH2:1]([C@@H:3]1[CH2:8][C@H:7]([OH:6])[CH2:9][C@@H:4]1[C:5]([NH:12][NH:11][C:13]1[N:14]=[C:15]2[CH:21]=[CH:20][N:19]([S:22]([C:25]3[CH:31]=[CH:30][C:28]([CH3:29])=[CH:27][CH:26]=3)(=[O:24])=[O:23])[C:16]2=[N:17][CH:18]=1)=[O:10])[CH3:2]. Procedure: To (1S,4S,5R)-5-ethyl-2-oxabicyclo[2.2.1]heptan-3-one (0.835 g, 5.96 mmol, Preparation #GG.1) in 1,4-dioxane (12 mL) was added 2-hydrazinyl-5-tosyl-5H-pyrrolo[2,3-b]pyrazine (Example #1, Step D, 1.81 g, 5.96 mmol). The reaction mixture was heated at about 80° C. for about 16 h then cooled to ambient temperature. 1,4-Dioxane (25 mL) and trimethylaluminum (2 N in toluene, 9 mL, 18 mmol) were added sequentially. The reaction mixture was stirred at ambient temperature for about 30 min. Aqueous HCl (... The reactants are Brc1ccc(C2CCCCC2)cc1, C1CCOC1, [Li]CCCC, CN(C)C=O. The product is O=Cc1ccc(C2CCCCC2)cc1. RXN SMILES: [Br:1][c:2]1[cH:3][cH:4][c:5]([CH:8]2[CH2:9][CH2:10][CH2:11][CH2:12][CH2:13]2)[cH:6][cH:7]1.[CH2:24]1[O:25][CH2:26][CH2:27][CH2:28]1.[CH3:14][CH2:15][CH2:16][CH2:17][Li:18].[O:19]=[CH:20][N:21]([CH3:22])[CH3:23]>>[c:2]1([CH:20]=[O:19])[cH:3][cH:4][c:5]([CH:8]2[CH2:9][CH2:10][CH2:11][CH2:12][CH2:13]2)[cH:6][cH:7]1. Reactants: CCO, Cl, N#Cc1cnc2c(C(F)(F)F)cccc2c1-c1cccc(N)c1, [Na+], [OH-], OO. Product: NC(=O)c1cnc2c(C(F)(F)F)cccc2c1-c1cccc(N)c1. RXN SMILES: [CH3:29][CH2:30][OH:31].[ClH:28].[NH2:1][c:2]1[cH:3][c:4](-[c:8]2[c:9]([C:22]#[N:23])[cH:10][n:11][c:12]3[c:13]([C:18]([F:19])([F:20])[F:21])[cH:14][cH:15][cH:16][c:17]23)[cH:5][cH:6][cH:7]1.[Na+:27].[OH-:26].[OH:24][OH:25]>>[NH2:1][c:2]1[cH:3][c:4](-[c:8]2[c:9]([C:22]([NH2:23])=[O:24])[cH:10][n:11][c:12]3[c:13]([C:18]([F:19])([F:20])[F:21])[cH:14][cH:15][cH:16][c:17]23)[cH:5][cH:6][cH:7]1. Starting materials: CCOC(=O)c1[nH]c(=O)n(C2CCCN(C(=O)OCc3ccccc3)C2)c1-c1ccccc1, Cl, [Li+], C1COCCO1, [OH-]. Product: O=C(O)c1[nH]c(=O)n(C2CCCN(C(=O)OCc3ccccc3)C2)c1-c1ccccc1. As a reaction SMILES: [CH2:3]([CH3:4])[O:5][C:6](=[O:7])[c:8]1[nH:9][c:10](=[O:35])[n:11]([CH:19]2[CH2:20][N:21]([C:25](=[O:26])[O:27][CH2:28][c:29]3[cH:30][cH:31][cH:32][cH:33][cH:34]3)[CH2:22][CH2:23][CH2:24]2)[c:12]1-[c:13]1[cH:14][cH:15][cH:16][cH:17][cH:18]1.[ClH:36].[Li+:2].[O:37]1[CH2:38][CH2:39][O:40][CH2:41][CH2:42]1.[OH-:1]>>[O:5]=[C:6]([OH:7])[c:8]1[nH:9][c:10](=[O:35])[n:11]([CH:19]2[CH2:20][N:21]([C:25](=[O:26])[O:27][CH2:28][c:29]3[cH:30][cH:31][cH:32][cH:33][cH:34]3)[CH2:22][CH2:23][CH2:24]2)[c:12]1-[c:13]1[cH:14][cH:15][cH:16][cH:17][cH:18]1. Starting materials: C(C)(=O)OCC (ethyl acetate), [H-].[Na+] (sodium hydride), C(C1=CC=CC=C1)OCC(CCCO)O (5-(benzyloxy)pentane-1,4-diol), C(C)(C)[Si](C(C)C)(C(C)C)Cl (triisopropylsilyl chloride). Solvent: O (water), O1CCCC1 (tetrahydrofuran). Reaction conditions: time 30 minute. Product: C(C1=CC=CC=C1)OCC(CCCO[Si](C(C)C)(C(C)C)C(C)C)O (1-benzyloxy-5-((triisopropyl)silyloxy)pentan-2-ol). RXN SMILES: [H-].[Na+].[CH2:3]([O:10][CH2:11][CH:12]([OH:17])[CH2:13][CH2:14][CH2:15][OH:16])[C:4]1[CH:9]=[CH:8][CH:7]=[CH:6][CH:5]=1.[CH:18]([Si:21](Cl)([CH:25]([CH3:27])[CH3:26])[CH:22]([CH3:24])[CH3:23])([CH3:20])[CH3:19].C(OCC)(=O)C>O1CCCC1.O>[CH2:3]([O:10][CH2:11][CH:12]([OH:17])[CH2:13][CH2:14][CH2:15][O:16][Si:21]([CH:25]([CH3:27])[CH3:26])([CH:22]([CH3:24])[CH3:23])[CH:18]([CH3:20])[CH3:19])[C:4]1[CH:9]=[CH:8][CH:7]=[CH:6][CH:5]=1 |f:0.1|. Procedure: 0.96 g of sodium hydride (60 wt % in oil) was added to a solution of 5.0 g of 5-(benzyloxy)pentane-1,4-diol in 50 mL of tetrahydrofuran in a nitrogen atmosphere at a temperature of 5° C. to 10° C., and the obtained mixture was then stirred at room temperature for 30 minutes. Thereafter, 5.3 mL of triisopropylsilyl chloride was added dropwise to the reaction mixture at a temperature of 5° C. to 10° C. The reaction mixture was stirred at room temperature for 1 hour, and it was then added to a mixt... Starting materials: CCCCN, COC(C)=C(C#N)C(=O)c1ccc(F)cc1. Yields the product CCCCNC(C)=C(C#N)C(=O)c1ccc(F)cc1. Reaction SMILES: [CH2:17]([CH2:18][CH2:19][CH3:20])[NH2:21].[F:1][c:2]1[cH:3][cH:4][c:5]([C:6](=[O:7])[C:8]([C:9]#[N:10])=[C:11]([CH3:12])[O:13][CH3:14])[cH:15][cH:16]1>>[F:1][c:2]1[cH:3][cH:4][c:5]([C:6](=[O:7])[C:8]([C:9]#[N:10])=[C:11]([CH3:12])[NH:21][CH2:17][CH2:18][CH2:19][CH3:20])[cH:15][cH:16]1.